This data is from the Open Reaction Database (ORD), a public repository of structured organic reaction records. The task is: describe an organic reaction: reactants, conditions, products, and yield Solvent: O1CCCC1 (tetrahydrofuran). The reactants are [OH-].[Na+] (sodium hydroxide), ClC=1C=CC2=C(CCCCN2C(C2=C(C=C(C=C2)NC(CC(C)=O)=O)C)=O)C1 (7-Chloro-1-[2-methyl-4-(2-acetylacetylamino)benzoyl]-2,3,4,5-tetrahydro-1H-benzazepine), Cl (hydrochloric acid). Reported procedure: 7-Chloro-1-[2-methyl-4-(2-acetylacetylamino)benzoyl]-2,3,4,5-tetrahydro-1H-benzazepine (0.48 g) is dissolved in tetrahydrofuran (7 ml), and thereto is added a 5N aqueous sodium hydroxide solution (0.5 ml), and the mixture is stirred at room temperature for two hours. The reaction solution is neutralized with a 2N hydrochloric acid, and extracted with ethyl acetate. The extract is dried over magnesium sulfate, filtered, and concentrated. To the resulting residue is added n-hexane/ethyl acetate (1... The product is ClC=1C=CC2=C(CCCCN2C(C2=C(C=C(C=C2)NC(CO)=O)C)=O)C1 (7-chloro-1-[2-methyl-4-(2-hydroxyacetylamino)benzoyl]-2,3,4,5-tetrahydro-1H-benzazepine). Reaction SMILES: [Cl:1][C:2]1[CH:3]=[CH:4][C:5]2[N:11]([C:12](=[O:27])[C:13]3[CH:18]=[CH:17][C:16]([NH:19][C:20](=[O:25])[CH2:21]C(=O)C)=[CH:15][C:14]=3[CH3:26])[CH2:10][CH2:9][CH2:8][CH2:7][C:6]=2[CH:28]=1.[OH-:29].[Na+].Cl>O1CCCC1>[Cl:1][C:2]1[CH:3]=[CH:4][C:5]2[N:11]([C:12](=[O:27])[C:13]3[CH:18]=[CH:17][C:16]([NH:19][C:20](=[O:25])[CH2:21][OH:29])=[CH:15][C:14]=3[CH3:26])[CH2:10][CH2:9][CH2:8][CH2:7][C:6]=2[CH:28]=1 |f:1.2|. Run at time 2 hour. Reactants: OC1=CC=CC=2OC(C3=C(C21)C=CC(=C3)CS(=O)(=O)N)C3=CC=CC=C3 ((1-hydroxy-6-phenyl-6H-dibenzo(b,d)pyran-8-yl)-methanesulfonamide), C[Si](C)(C)C(C(=O)N)[Si](C)(C)C (bistrimethylsilylacetamide), C(C)I (ethyl iodide), Cl (HCl), CC(C)([O-])C.[K+] (potassium tert-butoxide), C(=O)(O)[O-].[Na+] (NaHCO3). Run in C1CCOC1 (THF). Run at temperature 0 celsius, time 1 hour. Yields the product C(C)OC1=CC=CC=2OC(C3=C(C21)C=CC(=C3)CS(=O)(=O)N)C3=CC=CC=C3 ((1-ethoxy-6-phenyl-6H-dibenzo(b,d)pyran-8-yl)methanesulfonamide). Reaction SMILES: [OH:1][C:2]1[C:11]2[C:10]3[CH:12]=[CH:13][C:14]([CH2:16][S:17]([NH2:20])(=[O:19])=[O:18])=[CH:15][C:9]=3[CH:8]([C:21]3[CH:26]=[CH:25][CH:24]=[CH:23][CH:22]=3)[O:7][C:6]=2[CH:5]=[CH:4][CH:3]=1.C[Si]([CH:31]([Si](C)(C)C)[C:32](N)=O)(C)C.CC(C)([O-])C.[K+].C(I)C.Cl.C([O-])(O)=O.[Na+]>C1COCC1>[CH2:31]([O:1][C:2]1[C:11]2[C:10]3[CH:12]=[CH:13][C:14]([CH2:16][S:17]([NH2:20])(=[O:19])=[O:18])=[CH:15][C:9]=3[CH:8]([C:21]3[CH:22]=[CH:23][CH:24]=[CH:25][CH:26]=3)[O:7][C:6]=2[CH:5]=[CH:4][CH:3]=1)[CH3:32] |f:2.3,6.7|. Procedure details: A solution of Example 35F (77 mg, 0.210 mmol) in THF (5 mL) at 0° C. was treated with bistrimethylsilylacetamide (52 μL, 0.210 mmol), stirred for 1 hour, and concentrated. The concentrate was dissolved in THF (5 mL), cooled to 0° C., treated with 1M potassium tert-butoxide (210 μL, 0.210 mmol), stirred for 1 hour, treated with ethyl iodide (17 μL, 0.210 mmol), stirred at room temperature for 72 hours, treated with 1M HCl (5 mL), stirred for 2 hours, poured into saturated NaHCO3, and extracted wi... The reactants are CC(C)(C)n1cc(C(=O)O)cn1, [Li]CCCC, ClC(Cl)(Cl)C(Cl)(Cl)Cl, C1CCOC1, O. The product is CC(C)(C)n1ncc(C(=O)O)c1Cl. RXN SMILES: [C:1]([CH3:2])([CH3:3])([CH3:4])[n:5]1[n:6][cH:7][c:8]([C:10](=[O:11])[OH:12])[cH:9]1.[CH2:13]([Li:14])[CH2:15][CH2:16][CH3:17].[Cl:18][C:19]([C:20]([Cl:21])([Cl:22])[Cl:23])([Cl:24])[Cl:25].[O:27]1[CH2:28][CH2:29][CH2:30][CH2:31]1.[OH2:26]>>[C:1]([CH3:2])([CH3:3])([CH3:4])[n:5]1[n:6][cH:7][c:8]([C:10](=[O:11])[OH:12])[c:9]1[Cl:18]. Conditions: time 1.5 hour. Reactants: [H-].[Na+] (NaH), CCO (EtOH), O1CC12CCN(CC2)C(=O)OC(C)(C)C (tert-butyl 1-oxa-6-azaspiro[2.5]octane-6-carboxylate). Yields the product C(C)OCC1(CCN(CC1)C(=O)OC(C)(C)C)O (tert-butyl 4-(ethoxymethyl)-4-hydroxypiperidine-1-carboxylate). As a reaction SMILES: [H-].[Na+].[O:3]1[C:5]2([CH2:10][CH2:9][N:8]([C:11]([O:13][C:14]([CH3:17])([CH3:16])[CH3:15])=[O:12])[CH2:7][CH2:6]2)[CH2:4]1.[CH3:18][CH2:19][OH:20]>>[CH2:19]([O:20][CH2:4][C:5]1([OH:3])[CH2:10][CH2:9][N:8]([C:11]([O:13][C:14]([CH3:17])([CH3:16])[CH3:15])=[O:12])[CH2:7][CH2:6]1)[CH3:18] |f:0.1|. Reported procedure: To anhydrous EtOH (20 mL) was added slowly NaH (124 mg, 52 mmol) at 0° C., and after the addition was complete the mixture was stirred for 1.5 h. Then tert-butyl 1-oxa-6-azaspiro[2.5]octane-6-carboxylate (9B, 45 mmol) was added, and the resulting mixture was stirred at 50° C. for 1 h, when TLC showed that s.m. was consumed. Then the mixture was neutralized with 1N aq. HCl, and concentrated. The residue was purified by prep-TLC to give the desired product 9C as colorless oil (600 mg)1H NMR (METHA... Reactants: C1COCCO1, Cl, CC(C)(C)OC(=O)NC1CCC(c2cccc(F)c2F)Cn2c(C3CCOC3)cnc21. Yields the product NC1CCC(c2cccc(F)c2F)Cn2c(C3CCOC3)cnc21. Reaction SMILES: [CH2:33]1[O:34][CH2:35][CH2:36][O:37][CH2:38]1.[ClH:1].[F:2][c:3]1[c:4]([CH:10]2[CH2:11][CH2:12][CH:13]([NH:25][C:26](=[O:27])[O:28][C:29]([CH3:30])([CH3:31])[CH3:32])[c:14]3[n:15]([c:17]([CH:20]4[CH2:21][O:22][CH2:23][CH2:24]4)[cH:18][n:19]3)[CH2:16]2)[cH:5][cH:6][cH:7][c:8]1[F:9]>>[F:2][c:3]1[c:4]([CH:10]2[CH2:11][CH2:12][CH:13]([NH2:25])[c:14]3[n:15]([c:17]([CH:20]4[CH2:21][O:22][CH2:23][CH2:24]4)[cH:18][n:19]3)[CH2:16]2)[cH:5][cH:6][cH:7][c:8]1[F:9]. Reactants: C(C)(C)C1=CC=C(C=C1)O (para-isopropylphenol), CC1(CCCCC1)O (1-methylcyclohexanol). The product is CC1(CCCCC1)C1=C(C(=CC(=C1)C(C)C)C1(CCCCC1)C)O (2,6-bis (1-methyl-cyclohexyl)-4-isopropylphenol). Reaction SMILES: [CH:1]([C:4]1[CH:9]=[CH:8][C:7]([OH:10])=[CH:6][CH:5]=1)([CH3:3])[CH3:2].[CH3:11][C:12]1(O)[CH2:17][CH2:16][CH2:15][CH2:14][CH2:13]1>>[CH3:11][C:12]1([C:6]2[CH:5]=[C:4]([CH:1]([CH3:3])[CH3:2])[CH:9]=[C:8]([C:4]3([CH3:1])[CH2:9][CH2:8][CH2:7][CH2:6][CH2:5]3)[C:7]=2[OH:10])[CH2:17][CH2:16][CH2:15][CH2:14][CH2:13]1. Procedure: 38 parts of para-isopropylphenol and 96 grams 1-methylcyclohexanol were reacted as described in Example 15 to give 2,6-bis (1-methyl-cyclohexyl)-4-isopropylphenol, γmax 3620 cm-1 (--OH). Reactants: ClCCCl, CCN(C(C)C)C(C)C, O=C(O)c1ccc(OCCCN2CCCCC2)cc1F, NCCN1CCCCC1, CN(C)C=O, On1nnc2ccccc21. Yields the product O=C(NCCN1CCCCC1)c1ccc(OCCCN2CCCCC2)cc1F. As a reaction SMILES: [CH2:30]([Cl:31])[CH2:32][Cl:33].[CH:44]([N:45]([CH:46]([CH3:47])[CH3:48])[CH2:49][CH3:50])([CH3:51])[CH3:52].[F:1][c:2]1[c:3]([C:4](=[O:5])[OH:6])[cH:7][cH:8][c:9]([O:11][CH2:12][CH2:13][CH2:14][N:15]2[CH2:16][CH2:17][CH2:18][CH2:19][CH2:20]2)[cH:10]1.[NH2:21][CH2:22][CH2:23][N:24]1[CH2:25][CH2:26][CH2:27][CH2:28][CH2:29]1.[O:53]=[CH:54][N:55]([CH3:56])[CH3:57].[OH:34][n:35]1[c:36]2[c:37]([cH:38][cH:39][cH:40][cH:41]2)[n:42][n:43]1>>[F:1][c:2]1[c:3]([C:4](=[O:6])[NH:21][CH2:22][CH2:23][N:24]2[CH2:25][CH2:26][CH2:27][CH2:28][CH2:29]2)[cH:7][cH:8][c:9]([O:11][CH2:12][CH2:13][CH2:14][N:15]2[CH2:16][CH2:17][CH2:18][CH2:19][CH2:20]2)[cH:10]1. Product: COC(=O)C(Cc1ccccc1)NC(=O)C(C)NC(=O)Cc1cc(F)cc(F)c1. Reaction SMILES: [C:32]([NH:33][CH:34]([C:35]([OH:36])=[O:37])[CH3:38])([O:39][C:40]([CH3:41])([CH3:42])[CH3:43])=[O:44].[CH3:14][O:15][C:16]([CH:17]([NH:18][C:19]([CH:20]([NH2:21])[CH3:22])=[O:23])[CH2:24][c:25]1[cH:26][cH:27][cH:28][cH:29][cH:30]1)=[O:31].[CH3:46][O:47][C:48](=[O:49])[CH:50]([CH2:51][c:52]1[cH:53][cH:54][cH:55][cH:56][cH:57]1)[NH2:58].[CH3:59][OH:60].[Cl:61][CH:62]([Cl:63])[Cl:64].[ClH:13].[ClH:45].[F:1][c:2]1[cH:3][c:4]([CH2:9][C:10](=[O:11])[OH:12])[cH:5][c:6]([F:8])[cH:7]1>>[F:1][c:2]1[cH:3][c:4]([CH2:9][C:10](=[O:12])[NH:21][CH:20]([C:19]([NH:18][CH:17]([C:16]([O:15][CH3:14])=[O:31])[CH2:24][c:25]2[cH:26][cH:27][cH:28][cH:29][cH:30]2)=[O:23])[CH3:22])[cH:5][c:6]([F:8])[cH:7]1. The reactants are CC(NC(=O)OC(C)(C)C)C(=O)O, COC(=O)C(Cc1ccccc1)NC(=O)C(C)N, COC(=O)C(N)Cc1ccccc1, CO, ClC(Cl)Cl, Cl, Cl, O=C(O)Cc1cc(F)cc(F)c1. The reactants are C(C)(C)(C)OC(=O)N[C@@H](C[Si](C)(C)C)C(=O)O ((2R)—N-tert-Butoxycarbonyl-3-trimethylsilylalanine), C[Si](C)(C)Cl (Trimethylsilyl chloride). Reaction SMILES: C(OC([NH:8][C@H:9]([C:15]([OH:17])=[O:16])[CH2:10][Si:11]([CH3:14])([CH3:13])[CH3:12])=O)(C)(C)C.[CH3:18][Si]([Cl:22])(C)C>CO>[ClH:22].[CH3:18][O:17][C:15](=[O:16])[C@H:9]([CH2:10][Si:11]([CH3:12])([CH3:13])[CH3:14])[NH2:8] |f:3.4|. Reported procedure: The compound of Example 6A (300 mg) is dissolved in methanol (3 ml) and cooled to 0° C. Trimethylsilyl chloride (590 mg, 4.7 eq.) is added dropwise in the course of 30 min. and the mixture is warmed to RT overnight. The volatile components are removed on a Rotavapor and subsequently under high vacuum. The target compound (224 mg, 92% of th.) is obtained. Product: Cl.COC([C@@H](N)C[Si](C)(C)C)=O ((2R)-3-Trimethylsilylalanine methyl ester hydrochloride). Run in CO (methanol). Conditions: temperature 0 celsius.